From a dataset of the Open Reaction Database (ORD), a public repository of structured organic reaction records. describe an organic reaction: reactants, conditions, products, and yield Starting materials: BrC1=CC2=C(C=CC=3C(=NC=CC3)C2=O)C=C1 (9-bromo-11-oxo-benzo[5,6]cyclohepta-[1,2-b]pyridine), ClC1=CC(=CC=C1)C(=O)OO (m-chloroperbenzoic acid), ClC1=CC(=CC=C1)C(=O)OO (m-chloroperbenzoic acid). Solvent: C(Cl)(Cl)Cl (chloroform). Run at time 24 hour. Yields the product BrC1=CC2=C(C=CC=3C(=[N+](C=CC3)[O-])C2=O)C=C1 (9-bromo-11-oxo-benzo[5,6]cyclohepta[1,2-b]pyridine N-oxide). Isolated yield 60.5%. RXN SMILES: [Br:1][C:2]1[CH:17]=[CH:16][C:5]2[CH:6]=[CH:7][C:8]3[C:9]([C:14](=[O:15])[C:4]=2[CH:3]=1)=[N:10][CH:11]=[CH:12][CH:13]=3.ClC1C=CC=C(C(OO)=[O:26])C=1>C(Cl)(Cl)Cl>[Br:1][C:2]1[CH:17]=[CH:16][C:5]2[CH:6]=[CH:7][C:8]3[C:9]([C:14](=[O:15])[C:4]=2[CH:3]=1)=[N+:10]([O-:26])[CH:11]=[CH:12][CH:13]=3. Reported procedure: To a solution of 2.15 grams (0.0075 mole) of 9-bromo-11-oxo-benzo[5,6]cyclohepta-[1,2-b]pyridine in 40 milliliters of chloroform was added 1.78 grams (0.0082 mole) of m-chloroperbenzoic acid and the resulting solution was stirred at room temperature for about 24 hours. At this time, an additional 0.9 gram of m-chloroperbenzoic acid oxidant was added and the stirring continued for 5 hours, after which time, yet another 0.45 gram of the oxidant was added and the stirring continued overnight at roo... RXN SMILES: [CH2:23]([P:24]([CH2:25][CH2:26][CH2:27][CH3:28])[CH2:29][CH2:30][CH2:31][CH3:32])[CH2:33][CH2:34][CH3:35].[CH2:45]([Cl:46])[Cl:47].[Cl:1][c:2]1[cH:3][c:4]([F:22])[c:5]([NH:6][c:7]2[n:8][cH:9][n:10][c:11]3[cH:12][c:13]([OH:19])[c:14]([O:17][CH3:18])[cH:15][c:16]23)[cH:20][cH:21]1.[OH:36][CH2:37][CH2:38][N:39]1[C:40](=[O:44])[NH:41][CH2:42][CH2:43]1>>[Cl:1][c:2]1[cH:3][c:4]([F:22])[c:5]([NH:6][c:7]2[n:8][cH:9][n:10][c:11]3[cH:12][c:13]([O:19][CH2:37][CH2:38][N:39]4[C:40](=[O:44])[NH:41][CH2:42][CH2:43]4)[c:14]([O:17][CH3:18])[cH:15][c:16]23)[cH:20][cH:21]1. Yields the product COc1cc2c(Nc3ccc(Cl)cc3F)ncnc2cc1OCCN1CCNC1=O. Starting materials: CCCCP(CCCC)CCCC, ClCCl, COc1cc2c(Nc3ccc(Cl)cc3F)ncnc2cc1O, O=C1NCCN1CCO. The reactants are CC(C)=CCC[C@@H](C)CC=O ((R)-citronellal), C([O-])([O-])=O.[Na+].[Na+] (sodium carbonate), [H][H] (hydrogen), [H][H] (hydrogen). Reagents/catalysts: [Cr].[Cu] (copper-chromium). Yields the product CC(C)=CCC[C@H](C)CCO ((S) -citronellol). The yield is 73.0%. As a reaction SMILES: [CH3:1][C:2](=[CH:4][CH2:5][CH2:6][C@H:7]([CH2:9][CH:10]=[O:11])[CH3:8])[CH3:3].C(=O)([O-])[O-].[Na+].[Na+].[H][H]>[Cr].[Cu]>[CH3:1][C:2](=[CH:4][CH2:5][CH2:6][C@@H:7]([CH2:9][CH2:10][OH:11])[CH3:8])[CH3:3] |f:1.2.3,5.6|. Reported procedure: Into a 100-ml autoclave were introduced 20.5 g (132.8 mmol) of (R)-citronellal, 1.0 g (5%, wt/wt) of a copper-chromium catalyst, and 0.04 g (0.2%, wt/wt) of sodium carbonate. After the atmosphere in the system was replaced with hydrogen, the reaction mixture was vigorously agitated in a hydrogen atmosphere (3.4 MPa) at 130° C. for 4.5 hours and then cooled. Thereafter, the catalyst was removed by filtration. The crude citronellol obtained was distilled under reduced pressure (70° C./1,870 Pa) to... Starting materials: Cl.C(CCC)N1C(C(=C(C2=CC=CN=C12)C1=CC(=CC=C1)OCCCO)NC(=O)NC1=C(C=C(C=C1C(C)C)N)C(C)C)=O (N-[1-butyl-4-[3-[3-(hydroxy)propoxy]phenyl]-1,2-dihydro-2-oxo-1,8-naphthyridin-3-yl]-N′-(2,6-diisopropyl-4-aminophenyl)urea hydrochloride), O (Water). Solvent: CO (methanol). Conditions: temperature 60 celsius. Yields the product O.Cl.C(CCC)N1C(C(=C(C2=CC=CN=C12)C1=CC(=CC=C1)OCCCO)NC(=O)NC1=C(C=C(C=C1C(C)C)N)C(C)C)=O (N-[1-butyl-4-[3-[3-(hydroxy)propoxy]phenyl]-1,2-dihydro-2-oxo-1,8-naphthyridin-3-yl]-N′-(2,6-diisopropyl-4-amino-phenyl)urea hydrochloride monohydrate). The yield is 136.1%. Reaction SMILES: [ClH:1].[CH2:2]([N:6]1[C:15]2[C:10](=[CH:11][CH:12]=[CH:13][N:14]=2)[C:9]([C:16]2[CH:21]=[CH:20][CH:19]=[C:18]([O:22][CH2:23][CH2:24][CH2:25][OH:26])[CH:17]=2)=[C:8]([NH:27][C:28]([NH:30][C:31]2[C:36]([CH:37]([CH3:39])[CH3:38])=[CH:35][C:34]([NH2:40])=[CH:33][C:32]=2[CH:41]([CH3:43])[CH3:42])=[O:29])[C:7]1=[O:44])[CH2:3][CH2:4][CH3:5].O>CO>[OH2:22].[ClH:1].[CH2:2]([N:6]1[C:15]2[C:10](=[CH:11][CH:12]=[CH:13][N:14]=2)[C:9]([C:16]2[CH:21]=[CH:20][CH:19]=[C:18]([O:22][CH2:23][CH2:24][CH2:25][OH:26])[CH:17]=2)=[C:8]([NH:27][C:28]([NH:30][C:31]2[C:32]([CH:41]([CH3:43])[CH3:42])=[CH:33][C:34]([NH2:40])=[CH:35][C:36]=2[CH:37]([CH3:39])[CH3:38])=[O:29])[C:7]1=[O:44])[CH2:3][CH2:4][CH3:5] |f:0.1,4.5.6|. Procedure: A suspension of an amorphous solid of N-[1-butyl-4-[3-[3-(hydroxy)propoxy]phenyl]-1,2-dihydro-2-oxo-1,8-naphthyridin-3-yl]-N′-(2,6-diisopropyl-4-aminophenyl)urea hydrochloride (125 g) in methanol (375 ml) was stirred with heating at about 60° C. to dissolve the solid. Water (3.7 ml) was added thereto, and the mixture was stirred for 15 minutes, and filtered while the mixture was hot. The filtrate was stirred at 40° C. to 50° C. for about 2 hours, and then allowed to stand for cooling. The mixtur... Reactants: C[Si](C)(C)N=C=O (trimethylsilylisocyanate), NCC1=CC=C(C=C1)N1C(OC(C1)CNC(=O)C=1SC(=CC1)Cl)=O (N-({3-[4-(aminomethyl)phenyl]-2-oxo-1,3-oxazolidin-5-yl}methyl)-5-chloro-2-thiophene-carboxamide), CCOCC (ether). Run in ClCCl (dichloromethane). Conditions: time 8 hour. Product: NC(=O)NCC1=CC=C(C=C1)N1C(OC(C1)CNC(=O)C=1SC(=CC1)Cl)=O (N-{[3-(4-{[(Aminocarbonyl)amino]methyl}phenyl)-2-oxo-1,3-oxazolidin-5-yl]-methyl}-5-chloro-2-thiophenecarboxamide). As a reaction SMILES: C[Si]([N:5]=[C:6]=[O:7])(C)C.[NH2:8][CH2:9][C:10]1[CH:15]=[CH:14][C:13]([N:16]2[CH2:20][CH:19]([CH2:21][NH:22][C:23]([C:25]3[S:26][C:27]([Cl:30])=[CH:28][CH:29]=3)=[O:24])[O:18][C:17]2=[O:31])=[CH:12][CH:11]=1.CCOCC>ClCCl>[NH2:5][C:6]([NH:8][CH2:9][C:10]1[CH:15]=[CH:14][C:13]([N:16]2[CH2:20][CH:19]([CH2:21][NH:22][C:23]([C:25]3[S:26][C:27]([Cl:30])=[CH:28][CH:29]=3)=[O:24])[O:18][C:17]2=[O:31])=[CH:12][CH:11]=1)=[O:7]. Procedure: At room temperature, 0.19 ml (0.82 mmol) of trimethylsilylisocyanate are added dropwise to a mixture of 30 mg (0.082 mmol) of N-({3-[4-(aminomethyl)phenyl]-2-oxo-1,3-oxazolidin-5-yl}methyl)-5-chloro-2-thiophene-carboxamide (from Example 148) in 1.0 ml of dichloromethane. The mixture is stirred overnight and, after addition of ether, the product is then obtained by filtration. Yield: 21.1 mg (52% of theory), Starting materials: C(C1=CC=CC=C1)N1C(NC2=C1C=CC=C2O)=O (1-benzyl-4-hydroxy-1,3-dihydro-benzoimidazol-2-one), C(C1=CC=CC=C1)(C1=CC=CC=C1)N1CC(C1)O (1-benzhydryl-azetidin-3-ol), C1(=CC=CC=C1)P(C1=CC=CC=C1)C1=CC=CC=C1 (triphenyl phosphine), N(=NC(=O)OC(C)C)C(=O)OC(C)C (diisopropyl azodicarboxylate). Solvent: C1CCOC1 (THF). Product: C(C1=CC=CC=C1)(C1=CC=CC=C1)N1CC(C1)OC1=CC=CC=2N(C(NC21)=O)CC2=CC=CC=C2 (4-(1-benzhydryl-azetidin-3-yloxy)-1-benzyl-1,3-dihydro-benzoimidazol-2-one). Isolated yield 39.3%. As a reaction SMILES: [CH2:1]([N:8]1[C:12]2[CH:13]=[CH:14][CH:15]=[C:16]([OH:17])[C:11]=2[NH:10][C:9]1=[O:18])[C:2]1[CH:7]=[CH:6][CH:5]=[CH:4][CH:3]=1.[CH:19]([N:32]1[CH2:35][CH:34](O)[CH2:33]1)([C:26]1[CH:31]=[CH:30][CH:29]=[CH:28][CH:27]=1)[C:20]1[CH:25]=[CH:24][CH:23]=[CH:22][CH:21]=1.C1(P(C2C=CC=CC=2)C2C=CC=CC=2)C=CC=CC=1.N(C(OC(C)C)=O)=NC(OC(C)C)=O>C1COCC1>[CH:19]([N:32]1[CH2:35][CH:34]([O:17][C:16]2[C:11]3[NH:10][C:9](=[O:18])[N:8]([CH2:1][C:2]4[CH:3]=[CH:4][CH:5]=[CH:6][CH:7]=4)[C:12]=3[CH:13]=[CH:14][CH:15]=2)[CH2:33]1)([C:26]1[CH:27]=[CH:28][CH:29]=[CH:30][CH:31]=1)[C:20]1[CH:21]=[CH:22][CH:23]=[CH:24][CH:25]=1. Procedure details: To a suspension of 1-benzyl-4-hydroxy-1,3-dihydro-benzoimidazol-2-one (0.104 g., 0.433 mmol) and 1-benzhydryl-azetidin-3-ol (0.114 g., 0.477 mmol) in 0.5 mL anhydrous THF was added triphenyl phosphine (0.125 g., 0.477 mmol) and diisopropyl azodicarboxylate (0.093 mL, 0.477 mmol). The reaction mixture was refluxed for 2 hours, then concentrated in vacuo and purified by preparative TLC (2% methanol in dichloromethane) to give 78 mg (0.17 mmol, 39.5%) of 4-(1-benzhydryl-azetidin-3-yloxy)-1-benzyl-1...